This data is from the Open Reaction Database (ORD), a public repository of structured organic reaction records. The task is: describe an organic reaction: reactants, conditions, products, and yield The reactants are N=1C=2C=CC=CC2OC1C. The reagents and catalysts are O1B(OC(C)(C)C1(C)C)B2OC(C)(C)C(O2)(C)C, N=1C=CC(=CC1C=2N=CC=C(C2)C(C)(C)C)C(C)(C)C, C[OH2+].C[OH2+].C1CC=CCCC=C1.C1CC=CCCC=C1.[Ir].[Ir]. The solvent is O1CCCC1. Reaction conditions: temperature 25 celsius, time 26 hour. The product is N1=C(OC2=C1C=CC=C2B3OC(C)(C)C(O3)(C)C)C. The yield is 43.0%. Starting materials: C(=O)(OC)[C@@H]1CCC2=CC(=C(C=3C[C@H](C[C@H]1C23)C2=CC=CC=C2)OC)OC ([1R*,8S*,9aR*]1-Carbomethoxy-5,6-dimethoxy-8-phenyl-2,3,7,8,9,9a-hexahydrophenalene), [OH-].[Na+] (sodium hydroxide). Solvent: CO (methanol). Reaction conditions: time 3 day. Yields the product COC=1C=C2CC[C@H]([C@H]3C[C@@H](CC(C1OC)=C32)C3=CC=CC=C3)C(=O)O ([1R*,8S*,9aR*]5,6-Dimethoxy-8-phenyl-2,3,7,8,9,9a-hexahydrophenalene-1-carboxylic Acid). The yield is 100.0%. Reaction SMILES: [C:1]([C@H:5]1[C@@H:16]2[C:17]3[C:8](=[CH:9][C:10]([O:26][CH3:27])=[C:11]([O:24][CH3:25])[C:12]=3[CH2:13][C@@H:14]([C:18]3[CH:23]=[CH:22][CH:21]=[CH:20][CH:19]=3)[CH2:15]2)[CH2:7][CH2:6]1)([O:3]C)=[O:2].[OH-].[Na+]>CO>[CH3:27][O:26][C:10]1[CH:9]=[C:8]2[C:17]3[C@H:16]([CH2:15][C@H:14]([C:18]4[CH:19]=[CH:20][CH:21]=[CH:22][CH:23]=4)[CH2:13][C:12]=3[C:11]=1[O:24][CH3:25])[C@H:5]([C:1]([OH:3])=[O:2])[CH2:6][CH2:7]2 |f:1.2|. Procedure: Crude [1R*,8S*,9aR*]1-Carbomethoxy-5,6-dimethoxy-8-phenyl-2,3,7,8,9,9a-hexahydrophenalene (0.8 g., 2.1 mmol), from Step 4, was dissolved in 100 mL of methanol and 8 mL of 1N aqueous sodium hydroxide solution was added. After stirring for 3 days at ambient temperature, the methanol was removed under reduced pressure. The residue was partitioned between 50 mL of diethyl ether and 75 mL of water. The aqueous phase was acidified to pH 2 with 6M aqueous hydrochloric acid solution and extracted with 3... Reactants: C(C)(C)(C)OC(N[C@H]1CN(CCC1)C(C1=CC(=C(C(=C1)[N+](=O)[O-])NC)OC)=O)=O ((R)-tert-butyl(1-(3-methoxy-4-(methylamino)-5-nitrobenzoyl)piperidin-3-yl)carbamate), FC(CN1C(=CC=2C1=NC=CC2)C=O)(F)F (1-(2,2,2-trifluoroethyl)-1H-pyrrolo[2,3-b]pyridine-2-carbaldehyde), S(=O)([O-])S(=O)[O-].[Na+].[Na+] (sodium hydrosulfite). Run in C(C)O (ethanol), O (water), C(Cl)Cl (DCM). Run at temperature 100 celsius. The product is C(C)(C)(C)OC(N[C@H]1CN(CCC1)C(=O)C1=CC2=C(N(C(=N2)C2=CC=3C(=NC=CC3)N2CC(F)(F)F)C)C(=C1)OC)=O ((R)-tert-Butyl(1-(7-methoxy-1-methyl-2-(1-(2,2,2-trifluoroethyl)-1H-pyrrolo[2,3-b]pyridin-2-yl)-1H-benzo[d]imidazole-5-carbonyl)piperidin-3-yl)carbamate). Yield: 83.9%. Reaction SMILES: [C:1]([O:5][C:6](=[O:29])[NH:7][C@@H:8]1[CH2:13][CH2:12][CH2:11][N:10]([C:14](=[O:28])[C:15]2[CH:20]=[C:19]([N+:21]([O-])=O)[C:18]([NH:24][CH3:25])=[C:17]([O:26][CH3:27])[CH:16]=2)[CH2:9]1)([CH3:4])([CH3:3])[CH3:2].[F:30][C:31]([F:45])([F:44])[CH2:32][N:33]1[C:37]2=[N:38][CH:39]=[CH:40][CH:41]=[C:36]2[CH:35]=[C:34]1[CH:42]=O.S(S([O-])=O)([O-])=O.[Na+].[Na+]>C(O)C.O.C(Cl)Cl>[C:1]([O:5][C:6](=[O:29])[NH:7][C@@H:8]1[CH2:13][CH2:12][CH2:11][N:10]([C:14]([C:15]2[CH:16]=[C:17]([O:26][CH3:27])[C:18]3[N:24]([CH3:25])[C:42]([C:34]4[N:33]([CH2:32][C:31]([F:45])([F:44])[F:30])[C:37]5=[N:38][CH:39]=[CH:40][CH:41]=[C:36]5[CH:35]=4)=[N:21][C:19]=3[CH:20]=2)=[O:28])[CH2:9]1)([CH3:4])([CH3:3])[CH3:2] |f:2.3.4|. Reported procedure: To a solution of (R)-tert-butyl(1-(3-methoxy-4-(methylamino)-5-nitrobenzoyl)piperidin-3-yl)carbamate (3.58 g, 8.76 mmol) and 1-(2,2,2-trifluoroethyl)-1H-pyrrolo[2,3-b]pyridine-2-carbaldehyde (2.61 g, 11.44 mmol) in ethanol (140 ml) was added portionwise a solution of sodium hydrosulfite (3.18 g, 15.53 mmol) in water (70 ml). The mixture was flushed with nitrogen then heated at 100° C. overnight (16 hours). The reaction mixture was concentrated under vacuum then diluted with DCM (150 ml) and wate... Reactants: OC(C)[C@H]1C(N([C@@H]1SC)C(C(=O)OC)=C(C)C)=O (methyl 2-[(3S,4R)-3-{(1RS)-1-hydroxyethyl}-4-methylthio-2-oxoazetidin-1-yl]-3-methylbut-2-enoate), ClC(=O)OCC1=CC=C(C=C1)[N+](=O)[O-] (p-nitrobenzyl chloroformate). Reagents/catalysts: CN(C1=CC=NC=C1)C (4-dimethylaminopyridine). Solvent: ClCCl (dichloromethane), ClCCl (dichloromethane). Conditions: time 1.5 hour. Product: CC(=C(C(=O)OC)N1C([C@@H]([C@H]1SC)[C@@H](C)OC(=O)OCC1=CC=C(C=C1)[N+](=O)[O-])=O)C (methyl 3-methyl-2-[(3S,4R)-4-methylthio-3-{(1R)-1-(p-nitrobenzyloxycarbonyloxy)ethyl}-2-oxoazetidin-1-yl]but-2-enoate). Yield: 77.9%. RXN SMILES: [OH:1][CH:2]([C@@H:4]1[C@@H:7]([S:8][CH3:9])[N:6]([C:10](=[C:15]([CH3:17])[CH3:16])[C:11]([O:13][CH3:14])=[O:12])[C:5]1=[O:18])[CH3:3].Cl[C:20]([O:22][CH2:23][C:24]1[CH:29]=[CH:28][C:27]([N+:30]([O-:32])=[O:31])=[CH:26][CH:25]=1)=[O:21]>CN(C)C1C=CN=CC=1.ClCCl>[CH3:16][C:15]([CH3:17])=[C:10]([N:6]1[C@H:7]([S:8][CH3:9])[C@@H:4]([C@H:2]([O:1][C:20]([O:22][CH2:23][C:24]2[CH:25]=[CH:26][C:27]([N+:30]([O-:32])=[O:31])=[CH:28][CH:29]=2)=[O:21])[CH3:3])[C:5]1=[O:18])[C:11]([O:13][CH3:14])=[O:12]. Procedure: To a solution of a mixture (5:1) of methyl 2-[(3S,4R)-3-{(1RS)-1-hydroxyethyl}-4-methylthio-2-oxoazetidin-1-yl]-3-methylbut-2-enoate (755 mg) and 4-dimethylaminopyridine (440 mg) in dichloromethane (6 ml) was added dropwise a solution of p-nitrobenzyl chloroformate (660 mg) in dichloromethane (4 ml) during three minutes period at 0° C. After 1.5 hours, the solution was concentrated, taken up into ethyl acetate (40 ml), and washed with dilute hydrochloric acid, water and brine. The organic layer ...